Dataset: the Open Reaction Database (ORD), a public repository of structured organic reaction records. Task: describe an organic reaction: reactants, conditions, products, and yield Starting materials: C(C)OP(OCC)(=O)C=C1C2=C(N(CCN1)C)C=CC=C2 ((1-methyl-1,2,3,4-tetrahydrobenzo[e][1,4]diazepin-5-ylidenemethyl)phosphonic acid diethyl ester), ClC1=CC(=C(C(=O)O)C=C1)F (4-chloro-2-fluorobenzoic acid). Yields the product C(C)OP(OCC)(=O)C=C1C2=C(N(CCN1)C)C=C(C=C2)Cl ((8-chloro-1-methyl-1,2,3,4-tetrahydrobenzo[e][1,4]diazepin-5-ylidenemethyl)phosphonic acid diethyl ester). Reaction SMILES: [CH2:1]([O:3][P:4]([CH:9]=[C:10]1[NH:16][CH2:15][CH2:14][N:13]([CH3:17])[C:12]2[CH:18]=[CH:19][CH:20]=[CH:21][C:11]1=2)(=[O:8])[O:5][CH2:6][CH3:7])[CH3:2].[Cl:22]C1C=CC(C(O)=O)=C(F)C=1>>[CH2:1]([O:3][P:4]([CH:9]=[C:10]1[NH:16][CH2:15][CH2:14][N:13]([CH3:17])[C:12]2[CH:18]=[C:19]([Cl:22])[CH:20]=[CH:21][C:11]1=2)(=[O:8])[O:5][CH2:6][CH3:7])[CH3:2]. Procedure: (8-chloro-1-methyl-1,2,3,4-tetrahydrobenzo[e][1,4]diazepin-5-ylidenemethyl)phosphonic acid diethyl ester was prepared in an analogous fashion to (1-methyl-1,2,3,4-tetrahydrobenzo[e][1,4]diazepin-5-ylidenemethyl)phosphonic acid diethyl ester, as described in Example 1 by replacing 2-fluorobenzoic acid with 4-chloro-2-fluorobenzoic acid. Run at temperature 130 celsius, time 72 hour. The reactants are C(CCC)OC1=CN=C(O1)C(=O)OCC (ethyl 5-butoxy-1,3-oxazole-2-carboxylate), ClC=1C=C(CN2C(C=CCC2)=O)C=CC1F (1-(3-chloro-4-fluorobenzyl)-5,6-dihydropyridin-2(1H)-one), O (water). Product: ClC=1C=C(CN2C(C=3C(=CN=C(C3CC2)C(=O)OCC)O)=O)C=CC1F (Ethyl 6-(3-chloro-4-fluorobenzyl)-4-hydroxy-5-oxo-5,6,7,8-tetrahydro-2,6-naphthyridine-1-carboxylate). RXN SMILES: C(O[C:6]1[O:10][C:9]([C:11]([O:13][CH2:14][CH3:15])=[O:12])=[N:8][CH:7]=1)CCC.[Cl:16][C:17]1[CH:18]=[C:19]([CH:28]=[CH:29][C:30]=1[F:31])[CH2:20][N:21]1[CH2:26][CH2:25][CH:24]=[CH:23][C:22]1=[O:27].O>>[Cl:16][C:17]1[CH:18]=[C:19]([CH:28]=[CH:29][C:30]=1[F:31])[CH2:20][N:21]1[CH2:26][CH2:25][C:24]2[C:9]([C:11]([O:13][CH2:14][CH3:15])=[O:12])=[N:8][CH:7]=[C:6]([OH:10])[C:23]=2[C:22]1=[O:27]. Reported procedure: A mixture of ethyl 5-butoxy-1,3-oxazole-2-carboxylate (44.5 g, 208.6 mmol), 1-(3-chloro-4-fluorobenzyl)-5,6-dihydropyridin-2(1H)-one (25 g, 104.3 mmol), and water (2.82 mL, 156.7 mmol) was heated in a sealed heavy walled vessel at 130° C. with stirring for 72 hours. Upon cooling, the product mixture solidified. The solid was triturated with diethyl ether and collected by filtration. The product was further purified by crystallization from boiling ethyl acetate. Starting materials: CC(=O)N1CCNCC1, CC(=O)C(C)C, ClCCCl, [I-], [K+], [Na+], [Na+], O=C([O-])[O-]. The product is CC(=O)N1CCN(CCCl)CC1. RXN SMILES: [C:1]([CH3:2])(=[O:3])[N:4]1[CH2:5][CH2:6][NH:7][CH2:8][CH2:9]1.[CH3:22][CH:23]([CH3:24])[C:25](=[O:26])[CH3:27].[Cl:10][CH2:11][CH2:12][Cl:13].[I-:21].[K+:20].[Na+:14].[Na+:15].[O-:16][C:17](=[O:18])[O-:19]>>[C:1]([CH3:2])(=[O:3])[N:4]1[CH2:5][CH2:6][N:7]([CH2:12][CH2:11][Cl:10])[CH2:8][CH2:9]1. The reactants are CO, Cl, COC(=O)C1CN(CC2=C(C)c3ccc(OCCCc4ccc(F)cc4)cc3CC2)C1, [Na+], [OH-]. Yields the product CC1=C(CN2CC(C(=O)O)C2)CCc2cc(OCCCc3ccc(F)cc3)ccc21. RXN SMILES: [CH3:35][OH:36].[ClH:34].[F:1][c:2]1[cH:3][cH:4][c:5]([CH2:8][CH2:9][CH2:10][O:11][c:12]2[cH:13][c:14]3[c:19]([cH:20][cH:21]2)[C:18]([CH3:22])=[C:17]([CH2:23][N:24]2[CH2:25][CH:26]([C:28](=[O:29])[O:30][CH3:31])[CH2:27]2)[CH2:16][CH2:15]3)[cH:6][cH:7]1.[Na+:33].[OH-:32]>>[F:1][c:2]1[cH:3][cH:4][c:5]([CH2:8][CH2:9][CH2:10][O:11][c:12]2[cH:13][c:14]3[c:19]([cH:20][cH:21]2)[C:18]([CH3:22])=[C:17]([CH2:23][N:24]2[CH2:25][CH:26]([C:28](=[O:29])[OH:30])[CH2:27]2)[CH2:16][CH2:15]3)[cH:6][cH:7]1. Starting materials: ClC1=C(C(=O)NCCCN2C(CCC2)=O)C=C(C(=C1)N1CCN(CC1)C1=C(C=CC=C1)C)[N+](=O)[O-] (2-Chloro-5-nitro-N-[3-(2-oxo-pyrrolidin-1-yl)-propyl]-4-(4-o-tolyl-piperazin-1-yl)-benzamide), P(=O)([O-])([O-])[O-].[K+].[K+].[K+] (potassium phosphate), C1(CCCCC1)P(C1CCCCC1)C1CCCCC1 (tricyclohexylphosphine), C(CCC)[Sn](C=C)(CCCC)CCCC (tributyl-vinyl-stannane). Reagents/catalysts: C(C)(=O)[O-].[Pd+2].C(C)(=O)[O-] (palladium(II) acetate). Solvent: O (water), C(C)(=O)OCC (ethyl acetate), C(C)(=O)OCC.CO (ethyl acetate methanol), O1CCOCC1 (dioxane). Run at temperature 100 celsius. Product: [N+](=O)([O-])C=1C(=CC(=C(C(=O)NCCCN2C(CCC2)=O)C1)C=C)N1CCN(CC1)C1=C(C=CC=C1)C (5-nitro-N-[3-(2-oxo-pyrrolidin-1-yl)-propyl]-4-(4-o-tolyl-piperazin-1-yl)-2-vinyl-benzamide). Isolated yield 100.0%. Reaction SMILES: Cl[C:2]1[CH:19]=[C:18]([N:20]2[CH2:25][CH2:24][N:23]([C:26]3[CH:31]=[CH:30][CH:29]=[CH:28][C:27]=3[CH3:32])[CH2:22][CH2:21]2)[C:17]([N+:33]([O-:35])=[O:34])=[CH:16][C:3]=1[C:4]([NH:6][CH2:7][CH2:8][CH2:9][N:10]1[CH2:14][CH2:13][CH2:12][C:11]1=[O:15])=[O:5].P([O-])([O-])([O-])=O.[K+].[K+].[K+].[CH:44]1(P(C2CCCCC2)C2CCCCC2)CCCC[CH2:45]1.C([Sn](CCCC)(CCCC)C=C)CCC>O1CCOCC1.O.C(OCC)(=O)C.C([O-])(=O)C.[Pd+2].C([O-])(=O)C.C(OCC)(=O)C.CO>[N+:33]([C:17]1[C:18]([N:20]2[CH2:25][CH2:24][N:23]([C:26]3[CH:31]=[CH:30][CH:29]=[CH:28][C:27]=3[CH3:32])[CH2:22][CH2:21]2)=[CH:19][C:2]([CH:44]=[CH2:45])=[C:3]([CH:16]=1)[C:4]([NH:6][CH2:7][CH2:8][CH2:9][N:10]1[CH2:14][CH2:13][CH2:12][C:11]1=[O:15])=[O:5])([O-:35])=[O:34] |f:1.2.3.4,10.11.12,13.14|. Procedure: 2-Chloro-5-nitro-N-[3-(2-oxo-pyrrolidin-1-yl)-propyl]-4-(4-o-tolyl-piperazin-1-yl)-benzamide 1f (400.0 mg, 0.80 mmol, 100 mol %), 1M aqueous potassium phosphate, tribasic (1.6 ml, 1.60 mmol, 200 mol %), tricyclohexylphosphine (22.4 mg, 0.08 mmol, 10 mol %), tributyl-vinyl-stannane (304.4 mg, 0.96 mmol, 120 mol %) and palladium(II) acetate (9.0 mg, 0.04 mmol, 5 mol %) were dissolved in 12.0 mL of dioxane in a 40 mL scintillation vial and the vessel was sealed and heated to 100° C. for 16 h. The r... The reactants are ClC=1C=C2CCCN(C2=CC1)C=1C(=NC2=CC=C(C=C2N1)C(=O)OC)C1=CC=C(C=C1)F (methyl 3-(6-chloro-1,2,3,4-tetrahydroquinolin-1-yl)-2-(4-fluorophenyl)quinoxaline-6-carboxylate), [OH-].[Na+] (sodium hydroxide). The solvent is CO (methanol), O (water). Conditions: time 8 hour. Yields the product ClC=1C=C2CCCN(C2=CC1)C=1C(=NC2=CC=C(C=C2N1)C(=O)O)C1=CC=C(C=C1)F (3-(6-chloro-1,2,3,4-tetrahydroquinolin-1-yl)-2-(4-fluorophenyl)quinoxaline-6-carboxylic acid). Yield: 74.1%. Reaction SMILES: [Cl:1][C:2]1[CH:3]=[C:4]2[C:9](=[CH:10][CH:11]=1)[N:8]([C:12]1[C:13]([C:26]3[CH:31]=[CH:30][C:29]([F:32])=[CH:28][CH:27]=3)=[N:14][C:15]3[C:20]([N:21]=1)=[CH:19][C:18]([C:22]([O:24]C)=[O:23])=[CH:17][CH:16]=3)[CH2:7][CH2:6][CH2:5]2.[OH-].[Na+]>CO.O>[Cl:1][C:2]1[CH:3]=[C:4]2[C:9](=[CH:10][CH:11]=1)[N:8]([C:12]1[C:13]([C:26]3[CH:27]=[CH:28][C:29]([F:32])=[CH:30][CH:31]=3)=[N:14][C:15]3[C:20]([N:21]=1)=[CH:19][C:18]([C:22]([OH:24])=[O:23])=[CH:17][CH:16]=3)[CH2:7][CH2:6][CH2:5]2 |f:1.2|. Reported procedure: To a solution of methyl 3-(6-chloro-1,2,3,4-tetrahydroquinolin-1-yl)-2-(4-fluorophenyl)quinoxaline-6-carboxylate (125 mg, 0.28 mmol) in methanol (30 ml) and water (1.0 ml) was added sodium hydroxide (44.6 mg, 1.11 mmol). The reaction was stirred overnight at room temperature. Then the reaction mixture was concentrated in vacuo, dissolved in water (30 ml), adjusted to pH 5 with aqueous hydrochloric acid (3 N) to give a precipitate, which was collected by filtration to afford 3-(6-chloro-1,2,3,4-t... Reactants: O=C([O-])O, CCc1cc(C(=O)OC)c(C)nc1OC, CO, Cl, [Na+], [Na+], [OH-], O. Product: CCc1cc(C(=O)O)c(C)nc1OC. Reaction SMILES: [C:19](=[O:20])([O-:21])[OH:22].[CH3:1][O:2][C:3]([c:4]1[c:5]([CH3:14])[n:6][c:7]([O:12][CH3:13])[c:8]([CH2:10][CH3:11])[cH:9]1)=[O:15].[CH3:24][OH:25].[ClH:18].[Na+:17].[Na+:23].[OH-:16].[OH2:26]>>[O:2]=[C:3]([c:4]1[c:5]([CH3:14])[n:6][c:7]([O:12][CH3:13])[c:8]([CH2:10][CH3:11])[cH:9]1)[OH:15].